From a dataset of the Open Reaction Database (ORD), a public repository of structured organic reaction records. describe an organic reaction: reactants, conditions, products, and yield The reactants are C1COCCN1, ClCCl, NCCN1CCN(c2nccnc2-c2ccc(F)cc2)CC1, O=S(=O)(Cl)c1ccccc1. Yields the product Cl, O=S(=O)(NCCN1CCN(c2nccnc2-c2ccc(F)cc2)CC1)c1ccccc1. RXN SMILES: [CH2:23]1[NH:24][CH2:25][CH2:26][O:27][CH2:28]1.[Cl:39][CH2:40][Cl:41].[F:1][c:2]1[cH:3][cH:4][c:5](-[c:8]2[c:9]([N:14]3[CH2:15][CH2:16][N:17]([CH2:20][CH2:21][NH2:22])[CH2:18][CH2:19]3)[n:10][cH:11][cH:12][n:13]2)[cH:6][cH:7]1.[c:29]1([S:35](=[O:36])(=[O:37])[Cl:38])[cH:30][cH:31][cH:32][cH:33][cH:34]1>>[ClH:38].[F:1][c:2]1[cH:3][cH:4][c:5](-[c:8]2[c:9]([N:14]3[CH2:15][CH2:16][N:17]([CH2:20][CH2:21][NH:22][S:35]([c:29]4[cH:30][cH:31][cH:32][cH:33][cH:34]4)(=[O:36])=[O:37])[CH2:18][CH2:19]3)[n:10][cH:11][cH:12][n:13]2)[cH:6][cH:7]1. The reactants are C(CC(O)(C(=O)O)CC(=O)O)(=O)O (citric acid), of(RS)-4-hydroxy-3-methyl-2-ethylcyclopent-2-en-1-one, N1C=NC=C1 (imidazole), CN(C=O)C (dimethylformamide), C(C)(C)(C)[Si](Cl)(C)C (t-butyldimethylchlorosilane). Run at time 14 hour. Product: [Si](C)(C)(C(C)(C)C)OC1C(=C(C(C1)=O)CC)C ((RS)-4-t-butyldimethylsilyloxy-3-methyl-2-ethylcyclopent-2-en-1-one). Isolated yield 82.0%. RXN SMILES: N1[CH:5]=[CH:4]N=C1.[C:6]([Si:10]([CH3:13])([CH3:12])Cl)([CH3:9])([CH3:8])[CH3:7].[C:14](O)(=O)[CH2:15][C:16]([CH2:21][C:22]([OH:24])=O)(C(O)=O)[OH:17].[CH3:27]N(C)C=O>>[Si:10]([O:24][CH:22]1[CH2:21][C:16](=[O:17])[C:15]([CH2:14][CH3:27])=[C:4]1[CH3:5])([C:6]([CH3:9])([CH3:8])[CH3:7])([CH3:13])[CH3:12]. Reported procedure: After 10 g of(RS)-4-hydroxy-3-methyl-2-ethylcyclopent-2-en-1-one and 5.78 g of imidazole were dissolved in 100 ml of dry dimethylformamide, 11.91 g of t-butyldimethylchlorosilane was added to the solution at an ambient temperature. After stirring at an ambient temperature for 14 hours, the reaction solution was added to 5% aqueous citric acid under ice-water cooling, and extracted three times with diethyl ether. The combined organic layer was washed successively with a saturated sodium hydrogenc...